Dataset: the Open Reaction Database (ORD), a public repository of structured organic reaction records. Task: describe an organic reaction: reactants, conditions, products, and yield Reactants: CCCN(CCC)C(=O)c1cc(Br)cc(C(=O)OC)c1, C1CCOC1, CO, [Li+], [OH-], O, O. Product: CCCN(CCC)C(=O)c1cc(Br)cc(C(=O)O)c1. RXN SMILES: [Br:1][c:2]1[cH:3][c:4]([C:5](=[O:6])[O:7][CH3:8])[cH:9][c:10]([C:12](=[O:13])[N:14]([CH2:15][CH2:16][CH3:17])[CH2:18][CH2:19][CH3:20])[cH:11]1.[CH2:24]1[O:25][CH2:26][CH2:27][CH2:28]1.[CH3:30][OH:31].[Li+:23].[OH-:22].[OH2:21].[OH2:29]>>[Br:1][c:2]1[cH:3][c:4]([C:5](=[O:6])[OH:7])[cH:9][c:10]([C:12](=[O:13])[N:14]([CH2:15][CH2:16][CH3:17])[CH2:18][CH2:19][CH3:20])[cH:11]1.